This data is from the Open Reaction Database (ORD), a public repository of structured organic reaction records. The task is: describe an organic reaction: reactants, conditions, products, and yield The reactants are NCCCS (3-aminopropanethiol), C(C1=CC=CC=C1)(=O)Cl (benzoyl chloride). The product is SCCCNC(C1=CC=CC=C1)=O (N-(3-Mercaptopropyl)benzamide). Reaction SMILES: [NH2:1][CH2:2][CH2:3][CH2:4][SH:5].[C:6](Cl)(=[O:13])[C:7]1[CH:12]=[CH:11][CH:10]=[CH:9][CH:8]=1>>[SH:5][CH2:4][CH2:3][CH2:2][NH:1][C:6](=[O:13])[C:7]1[CH:12]=[CH:11][CH:10]=[CH:9][CH:8]=1. Procedure details: N-(3-Mercaptopropyl)benzamide (4) was prepared from 1A and benzoyl chloride by the procedures described in Examples 1-3. The reactants are CCN=C=NCCCN(C)C, CO, CCOCC, CN(C)c1ccncc1, CCOC(C)=O, Cl, Nc1cc(C(=O)O)cc(N2CCCC2=O)c1. Yields the product COC(=O)c1cc(N)cc(N2CCCC2=O)c1. RXN SMILES: [CH3:18][N:19]([CH3:20])[CH2:21][CH2:22][CH2:23][N:24]=[C:25]=[N:26][CH2:27][CH3:28].[CH3:29][OH:30].[CH3:31][CH2:32][O:33][CH2:34][CH3:35].[CH3:36][N:37]([c:38]1[cH:39][cH:40][n:41][cH:42][cH:43]1)[CH3:44].[CH3:45][CH2:46][O:47][C:48]([CH3:49])=[O:50].[ClH:17].[NH2:1][c:2]1[cH:3][c:4]([C:5](=[O:6])[OH:7])[cH:8][c:9]([N:11]2[C:12](=[O:16])[CH2:13][CH2:14][CH2:15]2)[cH:10]1>>[NH2:1][c:2]1[cH:3][c:4]([C:5]([O:6][CH3:18])=[O:7])[cH:8][c:9]([N:11]2[C:12](=[O:16])[CH2:13][CH2:14][CH2:15]2)[cH:10]1. Reported procedure: A solution of bromine (25.1 mmol) in dichloromethane (1.3 mL) was added dropwise, under an argon atmosphere, to a solution of amine II (27.9 mmol) in acetic acid (325 mL). After 2.5 h of stirring at room temperature, the solvent was removed in vacuo. The excess of acetic acid was co-evaporated with heptane to afford the expected compound III (10.1 g, quantitative yield) as a beige solid; mp 163° C.; IR (KBr) νmax/cm−1 3327, 2826, 2605, 2566, 2236, 1955, 1716, 1610, 1561, 1496, 1481, 1398, 1369, ... The reactants are BrBr (bromine), NC1=CC(=C(C=C1)NC(OC(C)(C)C)=O)C#N (tert-butyl 4-amino-2-cyanophenylcarbamate). The product is NC1=C(C(=C(C=C1)NC(OC(C)(C)C)=O)C#N)Br (tert-butyl 4-amino-3-bromo-2-cyanophenylcarbamate). Reaction conditions: time 2.5 hour. Yield: 128.9%. As a reaction SMILES: [Br:1]Br.[NH2:3][C:4]1[CH:9]=[CH:8][C:7]([NH:10][C:11](=[O:17])[O:12][C:13]([CH3:16])([CH3:15])[CH3:14])=[C:6]([C:18]#[N:19])[CH:5]=1>ClCCl.C(O)(=O)C>[NH2:3][C:4]1[CH:9]=[CH:8][C:7]([NH:10][C:11](=[O:17])[O:12][C:13]([CH3:14])([CH3:15])[CH3:16])=[C:6]([C:18]#[N:19])[C:5]=1[Br:1]. The solvent is ClCCl (dichloromethane), C(C)(=O)O (acetic acid). Starting materials: CC1=NC(=CC=C1/C=C/C(=O)O)C(F)(F)F ((2E)-3-[2-methyl-6-(trifluoromethyl)(3-pyridyl)]prop-2-enoic acid), NC=1C=C2C=CNC2=CC1 (5-aminoindole). Yields the product N1C=CC2=CC(=CC=C12)NC(\C=C\C=1C(=NC(=CC1)C(F)(F)F)C)=O ((2E)-N-Indol-5-yl-3-[2-methyl-6-(trifluoromethyl)(3-pyridyl)]prop-2enamide). RXN SMILES: [CH3:1][C:2]1[C:7](/[CH:8]=[CH:9]/[C:10]([OH:12])=O)=[CH:6][CH:5]=[C:4]([C:13]([F:16])([F:15])[F:14])[N:3]=1.[NH2:17][C:18]1[CH:19]=[C:20]2[C:24](=[CH:25][CH:26]=1)[NH:23][CH:22]=[CH:21]2>>[NH:23]1[C:24]2[C:20](=[CH:19][C:18]([NH:17][C:10](=[O:12])/[CH:9]=[CH:8]/[C:7]3[C:2]([CH3:1])=[N:3][C:4]([C:13]([F:16])([F:15])[F:14])=[CH:5][CH:6]=3)=[CH:26][CH:25]=2)[CH:21]=[CH:22]1. Procedure: Analogous to the procedure used to prepare Example 1, (2E)-3-[2-methyl-6-(trifluoromethyl)(3-pyridyl)]prop-2-enoic acid, Example 82(b), (120 mg, 0.50 mmol) and 5-aminoindole (66 mg, 0.50 mmol, Aldrich) provided, after purification by silica gel chromatography (55:45 hexane:EtOAc), the title compound as a yellow solid. MP 231° C. MS (ESI, pos. ion) m/z: 346 (M+1). Procedure details: RED-AL®, [a 3.4M, solution of sodium bis(2-methoxyethoxy)aluminum hydride in toluene](535 ml, 1.819 mol), dissolved in anhydrous tetrahydrofuran (400 ml) was slowly added Using an addition funnel to a refluxing solution of the acylation product, (R)-3-(1H-indol-3-yl)-N-(2-methoxybenzyl)-2-(N-triphenylmethylamino)propanamide (228.6 g, 0.404 mols) produced supra, in anhydrous tetrahydrofuran (1.0 L) under a nitrogen atmosphere. The reaction mixture became a purple solution. The reaction was quench... Run in C1(=CC=CC=C1)C (toluene), O1CCCC1 (tetrahydrofuran), O1CCCC1 (tetrahydrofuran). Reaction SMILES: COCCO[AlH2-]OCCOC.[Na+].[H-].COCCO[Al+]OCCOC.[Na+].[H-].[NH:27]1[C:35]2[C:30](=[CH:31][CH:32]=[CH:33][CH:34]=2)[C:29]([CH2:36][C@@H:37]([NH:50][C:51]([C:64]2[CH:69]=[CH:68][CH:67]=[CH:66][CH:65]=2)([C:58]2[CH:63]=[CH:62][CH:61]=[CH:60][CH:59]=2)[C:52]2[CH:57]=[CH:56][CH:55]=[CH:54][CH:53]=2)[C:38]([NH:40][CH2:41][C:42]2[CH:47]=[CH:46][CH:45]=[CH:44][C:43]=2[O:48][CH3:49])=O)=[CH:28]1>C1(C)C=CC=CC=1.O1CCCC1>[NH:27]1[C:35]2[C:30](=[CH:31][CH:32]=[CH:33][CH:34]=2)[C:29]([CH2:36][C@@H:37]([NH:50][C:51]([C:64]2[CH:65]=[CH:66][CH:67]=[CH:68][CH:69]=2)([C:58]2[CH:59]=[CH:60][CH:61]=[CH:62][CH:63]=2)[C:52]2[CH:53]=[CH:54][CH:55]=[CH:56][CH:57]=2)[CH2:38][NH:40][CH2:41][C:42]2[CH:47]=[CH:46][CH:45]=[CH:44][C:43]=2[O:48][CH3:49])=[CH:28]1 |f:0.1,2.3.4.5|. Yields the product N1C=C(C2=CC=CC=C12)C[C@H](CNCC1=C(C=CC=C1)OC)NC(C1=CC=CC=C1)(C1=CC=CC=C1)C1=CC=CC=C1 ((R)-3-(1H-indol-3-yl)-1-[N-(2-methoxybenzyl)amino]-2-(N-triphenylmethylamino)propane). Starting materials: COCCO[AlH2-]OCCOC.[Na+] (RED-AL), [H-].COCCO[Al+]OCCOC.[Na+].[H-] (sodium bis(2-methoxyethoxy)aluminum hydride), N1C=C(C2=CC=CC=C12)C[C@H](C(=O)NCC1=C(C=CC=C1)OC)NC(C1=CC=CC=C1)(C1=CC=CC=C1)C1=CC=CC=C1 ((R)-3-(1H-indol-3-yl)-N-(2-methoxybenzyl)-2-(N-triphenylmethylamino)propanamide). Starting materials: O=C(O)C=Cc1cccc(Br)c1, c1ccccc1, Clc1cccs1. The product is O=C(Cl)C=Cc1cccc(Br)c1. RXN SMILES: [Br:1][c:2]1[cH:3][c:4]([CH:5]=[CH:6][C:7](=[O:8])[OH:9])[cH:10][cH:11][cH:12]1.[cH:19]1[cH:20][cH:21][cH:22][cH:23][cH:24]1.[s:13]1[cH:14][cH:15][cH:16][c:17]1[Cl:18]>>[Br:1][c:2]1[cH:3][c:4]([CH:5]=[CH:6][C:7](=[O:8])[Cl:18])[cH:10][cH:11][cH:12]1. Starting materials: [OH-].[Na+] (sodium hydroxide), C(CCCCCCCCCCCCCCC(C)C)O (isostearyl alcohol), C(Cl)C1CO1 (epichlorohydrin), C(Cl)C1CO1 (epichlorohydrin), 400. The reagents and catalysts are [Cl-].C(CCCCCCCCCCCCCCCCC)[N+](C)(C)C (stearyl trimethyl ammonium chloride). The solvent is CCCCCC (n-hexane). Run at temperature 50 celsius, time 8 hour. Yields the product C(C1CO1)OCCCCCCCCCCCCCCCC(C)C (isostearyl glycidyl ether). The yield is 83.2%. Reaction SMILES: [OH-].[Na+].[CH2:3]([OH:21])[CH2:4][CH2:5][CH2:6][CH2:7][CH2:8][CH2:9][CH2:10][CH2:11][CH2:12][CH2:13][CH2:14][CH2:15][CH2:16][CH2:17][CH:18]([CH3:20])[CH3:19].[CH2:22]([CH:24]1[O:26][CH2:25]1)Cl>[Cl-].C([N+](C)(C)C)CCCCCCCCCCCCCCCCC.CCCCCC>[CH2:22]([O:21][CH2:3][CH2:4][CH2:5][CH2:6][CH2:7][CH2:8][CH2:9][CH2:10][CH2:11][CH2:12][CH2:13][CH2:14][CH2:15][CH2:16][CH2:17][CH:18]([CH3:19])[CH3:20])[CH:24]1[O:26][CH2:25]1 |f:0.1,4.5|. Procedure details: Into a round bottom flask having a capacity of 1 liter and equipped with a reflux condenser, a thermometer, a dropping funnel, and a stirring means, 120 g of a 50% sodium hydroxide solution (60 g (1.5 mole) as pure sodium hydroxide), 68 g (0.25 mole) of isostearyl alcohol [5,7,7-trimethyl-2-(1,3,3-trimethylbutyl) octanol], 200 ml of n-hexane, and 2.51 g (0.0075 mole) of stearyl trimethyl ammonium chloride, were introduced in this order. The reaction mixture was kept at a reaction temperature of ... Reactants: CCO, CS(=O)(=O)c1ccc(C(CC2CCCC2)C(=O)Nc2cnc(C=C3NC(=O)NC3=O)cn2)cc1Cl. Yields the product CS(=O)(=O)c1ccc(C(CC2CCCC2)C(=O)Nc2cnc(CC3NC(=O)NC3=O)cn2)cc1Cl. Reaction SMILES: [CH3:36][CH2:37][OH:38].[Cl:1][c:2]1[cH:3][c:4]([CH:12]([C:13](=[O:14])[NH:15][c:16]2[n:17][cH:18][c:19]([CH:22]=[C:23]3[NH:24][C:25](=[O:29])[NH:26][C:27]3=[O:28])[n:20][cH:21]2)[CH2:30][CH:31]2[CH2:32][CH2:33][CH2:34][CH2:35]2)[cH:5][cH:6][c:7]1[S:8](=[O:9])(=[O:10])[CH3:11]>>[Cl:1][c:2]1[cH:3][c:4]([CH:12]([C:13](=[O:14])[NH:15][c:16]2[n:17][cH:18][c:19]([CH2:22][CH:23]3[NH:24][C:25](=[O:29])[NH:26][C:27]3=[O:28])[n:20][cH:21]2)[CH2:30][CH:31]2[CH2:32][CH2:33][CH2:34][CH2:35]2)[cH:5][cH:6][c:7]1[S:8](=[O:9])(=[O:10])[CH3:11]. The reactants are ClCCl, CCN(C(C)C)C(C)C, NCc1cc(Br)ccc1NC(=O)c1ccccn1, O=C(Cl)c1ccccn1. Product: O=C(NCc1cc(Br)ccc1NC(=O)c1ccccn1)c1ccccn1. RXN SMILES: [CH2:37]([Cl:38])[Cl:39].[CH:19]([N:20]([CH2:21][CH3:22])[CH:23]([CH3:24])[CH3:25])([CH3:26])[CH3:27].[NH2:1][CH2:2][c:3]1[c:4]([NH:10][C:11](=[O:12])[c:13]2[n:14][cH:15][cH:16][cH:17][cH:18]2)[cH:5][cH:6][c:7]([Br:9])[cH:8]1.[c:28]1([C:34](=[O:35])[Cl:36])[cH:29][cH:30][cH:31][cH:32][n:33]1>>[NH:1]([CH2:2][c:3]1[c:4]([NH:10][C:11](=[O:12])[c:13]2[n:14][cH:15][cH:16][cH:17][cH:18]2)[cH:5][cH:6][c:7]([Br:9])[cH:8]1)[C:34]([c:28]1[cH:29][cH:30][cH:31][cH:32][n:33]1)=[O:35].